Dataset: the Open Reaction Database (ORD), a public repository of structured organic reaction records. Task: describe an organic reaction: reactants, conditions, products, and yield The reactants are Cl (HCl), CC(CC[C@H](CCC(F)(F)F)N1[C@@H]([C@H](CCC1)CC(=O)OC)C1=CC=C(C=C1)C(F)(F)F)(C)C (methyl {(2S,3R)-1-[(1R)-4,4-dimethyl-1-(3,3,3-trifluoropropyl)pentyl]-2-[4-(trifluoromethyl)phenyl]piperidin-3-yl}acetate), [OH-].[K+] (potassium hydroxide), CO (methanol), CO (methanol). Reaction conditions: temperature 60 celsius. Yields the product CC(CC[C@H](CCC(F)(F)F)N1[C@@H]([C@H](CCC1)CC(=O)O)C1=CC=C(C=C1)C(F)(F)F)(C)C ({(2S,3R)-1-[(1R)-4,4-dimethyl-1-(3,3,3-trifluoropropyl)pentyl]-2-[4-(trifluoromethyl)phenyl]piperidin-3-yl}acetic acid), C(=O)(C(F)(F)F)O (TFA). As a reaction SMILES: [CH3:1][C:2]([CH3:34])([CH3:33])[CH2:3][CH2:4][C@@H:5]([N:12]1[CH2:17][CH2:16][CH2:15][C@H:14]([CH2:18][C:19]([O:21]C)=[O:20])[C@H:13]1[C:23]1[CH:28]=[CH:27][C:26]([C:29]([F:32])([F:31])[F:30])=[CH:25][CH:24]=1)[CH2:6][CH2:7][C:8]([F:11])([F:10])[F:9].[OH-:35].[K+].Cl.[CH3:38][OH:39]>>[CH3:1][C:2]([CH3:34])([CH3:33])[CH2:3][CH2:4][C@@H:5]([N:12]1[CH2:17][CH2:16][CH2:15][C@H:14]([CH2:18][C:19]([OH:21])=[O:20])[C@H:13]1[C:23]1[CH:28]=[CH:27][C:26]([C:29]([F:32])([F:30])[F:31])=[CH:25][CH:24]=1)[CH2:6][CH2:7][C:8]([F:9])([F:10])[F:11].[C:38]([OH:39])([C:8]([F:11])([F:10])[F:9])=[O:35] |f:1.2|. Procedure details: A solution of methyl {(2S,3R)-1-[(1R)-4,4-dimethyl-1-(3,3,3-trifluoropropyl)pentyl]-2-[4-(trifluoromethyl)phenyl]piperidin-3-yl}acetate (3.9 g) in methanol (50 mL) was treated with 1M potassium hydroxide in methanol (25 mL, 25.0 mmol) was heated to 60° C. for 16 hours. The reaction was treated with 25 mL 1M HCl and partitioned between water and ethyl acetate. The organics were washed with brine, dried over sodium sulfate, filtered and evaporated in vacuo. The reaction was purified by reverse pha... Starting materials: O=C1C2=CC=CC=C2OC=2C=CC(=CC12)CC(=O)O (9-Oxo-9H-xanthene-2-acetic acid), C(=O)(O)CC1=CC=C(OC2=C(C(=O)O)C=CC=C2)C=C1 (2-(4-carboxymethylphenoxy)benzoic acid). The solvent is C(C)O (ethanol). The product is O=C1C2=CC=CC=C2OC=2C=CC(=CC12)CC(=O)OCC (ethyl 9-oxo-9H-xanthene-2-acetate). As a reaction SMILES: [O:1]=[C:2]1[C:15]2[CH:14]=[C:13]([CH2:16][C:17]([OH:19])=[O:18])[CH:12]=[CH:11][C:10]=2[O:9][C:8]2[C:3]1=[CH:4][CH:5]=[CH:6][CH:7]=2.[C:20]([CH2:23]C1C=CC(OC2C=CC=CC=2C(O)=O)=CC=1)(O)=O>C(O)C>[O:1]=[C:2]1[C:15]2[CH:14]=[C:13]([CH2:16][C:17]([O:19][CH2:20][CH3:23])=[O:18])[CH:12]=[CH:11][C:10]=2[O:9][C:8]2[C:3]1=[CH:4][CH:5]=[CH:6][CH:7]=2. Procedure details: 9-Oxo-9H-xanthene-2-acetic acid, melting point 226°-228° C., is prepared from 2-(4-carboxymethylphenoxy)benzoic acid (Example 10f) analogously to Example 10c and is reacted with ethanol to give ethyl 9-oxo-9H-xanthene-2-acetate, melting point 97°-98° C. Starting materials: BrC1=C(C=C(C(=C1)CC1=CC=C(C=C1)CC)Cl)OCCOCC(F)(F)F (1-bromo-4-chloro-5-(4-ethylbenzyl)-2-(2-(2,2,2-trifluoroethoxy)ethoxy)benzene), C[Si](O[C@H]1C(O[C@@H]([C@H]([C@@H]1O[Si](C)(C)C)O[Si](C)(C)C)CO[Si](C)(C)C)=O)(C)C ((3R,4S,5R,6R)-3,4,5-tris(trimethylsilyloxy)-6-((trimethylsilyloxy)methyl)-tetrahydropyran-2-one), [Li]CCCC (n-BuLi). Run in C1CCOC1 (THF). Conditions: temperature -78 celsius, time 30 minute. The product is ClC1=CC(=C(C=C1CC1=CC=C(C=C1)CC)[C@@H]1O[C@@H]([C@H]([C@@H]([C@H]1O)O)O)CO)OCCOCC(F)(F)F ((2S,3R,4R,5S,6R)-2-(4-chloro-5-(4-ethylbenzyl)-2-(2-(2,2,2-trifluoroethoxy)ethoxy)phenyl)-6-(hydroxymethyl)tetrahydro-2H-pyran-3,4,5-triol). RXN SMILES: Br[C:2]1[CH:7]=[C:6]([CH2:8][C:9]2[CH:14]=[CH:13][C:12]([CH2:15][CH3:16])=[CH:11][CH:10]=2)[C:5]([Cl:17])=[CH:4][C:3]=1[O:18][CH2:19][CH2:20][O:21][CH2:22][C:23]([F:26])([F:25])[F:24].C[Si](C)(C)[O:29][C@@H:30]1[C@@H:35]([O:36][Si](C)(C)C)[C@H:34]([O:41][Si](C)(C)C)[C@@H:33]([CH2:46][O:47][Si](C)(C)C)[O:32][C:31]1=O.[Li]CCCC>C1COCC1>[Cl:17][C:5]1[C:6]([CH2:8][C:9]2[CH:14]=[CH:13][C:12]([CH2:15][CH3:16])=[CH:11][CH:10]=2)=[CH:7][C:2]([C@H:31]2[C@H:30]([OH:29])[C@@H:35]([OH:36])[C@H:34]([OH:41])[C@@H:33]([CH2:46][OH:47])[O:32]2)=[C:3]([O:18][CH2:19][CH2:20][O:21][CH2:22][C:23]([F:26])([F:25])[F:24])[CH:4]=1. Reported procedure: To a solution of 1-bromo-4-chloro-5-(4-ethylbenzyl)-2-(2-(2,2,2-trifluoroethoxy)ethoxy)benzene (BR) (96 mg, 0.21 mmol) and (3R,4S,5R,6R)-3,4,5-tris(trimethylsilyloxy)-6-((trimethylsilyloxy)methyl)-tetrahydropyran-2-one (0.20 g, 0.43 mmol) in anhydrous THF (3 mL), was added n-BuLi (1.6 M, 0.40 mL) in a dropwise fashion at −78° C. over 15 min. The resulting solution was stirred at −78° C. for 30 min. After quenching with methanesulfonic acid (61 μL in 1.0 mL MeOH), the mixture was allowed to warm ... Reactants: C(CCC)=NCCCC (N-butylidenebutylamine), [N+](=[N-])=CC(=O)OCC (ethyl diazoacetate), O1CCCC1 (tetrahydrofuran). Reagents/catalysts: C1CC/C=C\CCC1.C1CC/C=C\CCC1.C1CC/C=C\CCC1.C1CC/C=C\CCC1.[Cl-].[Cl-].[Ir].[Ir] (di-μ-chlorotetrakis(cyclooctene)diiridium(I)). Run at temperature 25 celsius, time 3 hour. Product: C(CCC)N1C(C1CCC)C(=O)OCC (1-butyl-2-ethoxycarbonyl-3-propylaziridine). The yield is 29.0%. Reaction SMILES: [CH:1](=[N:5][CH2:6][CH2:7][CH2:8][CH3:9])[CH2:2][CH2:3][CH3:4].[N+](=C[C:13]([O:15][CH2:16][CH3:17])=[O:14])=[N-].O1CCC[CH2:19]1>C1CCCC=CCC1.C1CCCC=CCC1.C1CCCC=CCC1.C1CCCC=CCC1.[Cl-].[Cl-].[Ir].[Ir]>[CH2:1]([N:5]1[CH:7]([CH2:8][CH2:9][CH3:19])[CH:6]1[C:13]([O:15][CH2:16][CH3:17])=[O:14])[CH2:2][CH2:3][CH3:4] |f:3.4.5.6.7.8.9.10|. Procedure details: A mixture of 0.5 mmol of N-butylidenebutylamine, 0.5 mmol of ethyl diazoacetate, 0.015 mmol of di-μ-chlorotetrakis(cyclooctene)diiridium(I) [Ir2Cl2(cyclooctene)4], and 0.5 ml of tetrahydrofuran was stirred at room temperature (25° C.) in an argon atmosphere for 3 hours. As a result, 1-butyl-2-ethoxycarbonyl-3-propylaziridine was obtained in a yield of 29%. Small amounts of diethyl fumarate and diethyl maleate were formed as by-products. Reactants: FC1=CC=C(CC2=NN=C(O2)NC(=O)C2=CC=C(C=C2)C2CCC(CC2)CC(=O)OCC)C=C1 (ethyl (4-{4-[5-(4-fluorobenzyl)[1,3,4]oxadiazol-2-ylcarbamoyl]phenyl}cyclohexyl)acetate), O.[OH-].[Li+] (lithium hydroxide hydrate). The solvent is 2/1/1, O1CCCC1.CO.O (tetrahydrofuran methanol water). Run at temperature 4 celsius, time 4 hour. Yields the product FC1=CC=C(CC2=NN=C(O2)NC(=O)C2=CC=C(C=C2)C2CCC(CC2)CC(=O)O)C=C1 ((4-{4-[5-(4-fluorobenzyl)[1.3.4]oxadiazol-2-ylcarbamoyl]phenyl}cyclohexyl)acetic acid). Yield: 54.4%. As a reaction SMILES: [F:1][C:2]1[CH:34]=[CH:33][C:5]([CH2:6][C:7]2[O:11][C:10]([NH:12][C:13]([C:15]3[CH:20]=[CH:19][C:18]([CH:21]4[CH2:26][CH2:25][CH:24]([CH2:27][C:28]([O:30]CC)=[O:29])[CH2:23][CH2:22]4)=[CH:17][CH:16]=3)=[O:14])=[N:9][N:8]=2)=[CH:4][CH:3]=1.O.[OH-].[Li+]>O1CCCC1.CO.O>[F:1][C:2]1[CH:34]=[CH:33][C:5]([CH2:6][C:7]2[O:11][C:10]([NH:12][C:13]([C:15]3[CH:20]=[CH:19][C:18]([CH:21]4[CH2:22][CH2:23][CH:24]([CH2:27][C:28]([OH:30])=[O:29])[CH2:25][CH2:26]4)=[CH:17][CH:16]=3)=[O:14])=[N:9][N:8]=2)=[CH:4][CH:3]=1 |f:1.2.3,4.5.6|. Reported procedure: 0.1 g of ethyl (4-{4-[5-(4-fluorobenzyl)[1,3,4]oxadiazol-2-ylcarbamoyl]phenyl}cyclohexyl)acetate (0.21 mmol, 1 eq.) and 0.036 g of lithium hydroxide hydrate (0.86 mmol, 4 eq.) are dissolved in 4 mL of a 2/1/1 mixture of tetrahydrofuran/methanol/water cooled to 4° C. using an ice bath. The reaction medium is stirred for 4 hours at room temperature. The solvents are evaporated off and an aqueous solution of SO2 is added. The solid obtained is filtered off, washed with water and dried to give 0.05 ...